This data is from the Open Reaction Database (ORD), a public repository of structured organic reaction records. The task is: describe an organic reaction: reactants, conditions, products, and yield Reactants: O=C1CC2CCC(C1)N2Cc1ccccc1, CCO, NO. The product is ON=C1CC2CCC(C1)N2Cc1ccccc1. Reaction SMILES: [CH2:3]([c:4]1[cH:5][cH:6][cH:7][cH:8][cH:9]1)[N:10]1[CH:11]2[CH2:12][C:13](=[O:18])[CH2:14][CH:15]1[CH2:16][CH2:17]2.[CH3:19][CH2:20][OH:21].[NH2:1][OH:2]>>[N:1]([OH:2])=[C:13]1[CH2:12][CH:11]2[N:10]([CH2:3][c:4]3[cH:5][cH:6][cH:7][cH:8][cH:9]3)[CH:15]([CH2:14]1)[CH2:16][CH2:17]2. Starting materials: [Al+3], CC(C)=CC(=O)O, CCOCC, [Cl-], [Cl-], [Cl-], Cl, O, c1ccccc1. The product is CC(C)(CC(=O)O)c1ccccc1. Reaction SMILES: [Al+3:9].[CH3:1][C:2](=[CH:3][C:4](=[O:5])[OH:6])[CH3:7].[CH3:20][CH2:21][O:22][CH2:23][CH3:24].[Cl-:10].[Cl-:11].[Cl-:8].[ClH:18].[OH2:19].[cH:12]1[cH:13][cH:14][cH:15][cH:16][cH:17]1>>[CH3:1][C:2]([CH2:3][C:4](=[O:5])[OH:6])([CH3:7])[c:12]1[cH:13][cH:14][cH:15][cH:16][cH:17]1. Starting materials: BrC(C(Cl)(Cl)Cl)(Cl)Br (dibromotetrachloroethane), FC1=C(C(=O)OC(C)(C)C)C(=CC=N1)F (tert-butyl 2,4-difluoronicotinate), [Li+].CC(C)[N-]C(C)C (LDA), CCCCCCC (heptane). Run in C1CCOC1 (THF), C1CCOC1 (THF). Conditions: time 10 minute. Yields the product BrC=1C=NC(=C(C(=O)OC(C)(C)C)C1F)F (tert-butyl 5-bromo-2,4-difluoronicotinate). Yield: 42.5%. Reaction SMILES: [F:1][C:2]1[N:14]=[CH:13][CH:12]=[C:11]([F:15])[C:3]=1[C:4]([O:6][C:7]([CH3:10])([CH3:9])[CH3:8])=[O:5].[Li+].CC([N-]C(C)C)C.CCCCCCC.[Br:31]C(Br)(Cl)C(Cl)(Cl)Cl>C1COCC1>[Br:31][C:12]1[CH:13]=[N:14][C:2]([F:1])=[C:3]([C:11]=1[F:15])[C:4]([O:6][C:7]([CH3:10])([CH3:9])[CH3:8])=[O:5] |f:1.2|. Procedure: Into a solution of tert-butyl 2,4-difluoronicotinate (0.95 g, 4.4 mmol) in THF (15 mL) at −78° C. was added a solution of LDA in heptane (1.5 M×3.5 mL, 5.3 mmol) dropwise. The mixture was stirred for 10 min. Then a solution of dibromotetrachloroethane (1.86 g, 5.7 mmol) in THF (4.0 mL) was added dropwise. After 15 min, the temperature was allowed to rise to room temperature slowly. The reaction was quenched with saturated NH4Cl. The mixture was extracted with ethyl acetate. The combined organic ... Starting materials: COC([C@H](CCC(=O)OC(C)(C)C)NC(=O)C1=NN(C(=C1)OCC(=O)N1[C@@H](CCC1)C(NC1CCC1)=O)C1=CC=CC=C1)=O ((S)-2-({5-[2-((S)-2-cyclobutylcarbamoyl-pyrrolidin-1-yl)-2-oxo-ethoxy]-1-phenyl-1H-pyrazole-3-carbonyl}-amino)-pentanedioic acid 5-tert-butyl ester 1-methyl ester), [Li+].[OH-] (LiOH). Run in C1CCOC1 (THF). Conditions: time 2 hour. Yields the product C(C)(C)(C)OC(CC[C@@H](C(=O)O)NC(=O)C1=NN(C(=C1)OCC(=O)N1[C@@H](CCC1)C(NC1CCC1)=O)C1=CC=CC=C1)=O ((S)-2-({5-[2-((S)-2-Cyclobutylcarbamoyl-pyrrolidin-1-yl)-2-oxo-ethoxy]-1-phenyl-1H-pyrazole-3-carbonyl}-amino)-pentanedioic acid 5-tert-butyl ester). RXN SMILES: C[O:2][C:3](=[O:44])[C@@H:4]([NH:14][C:15]([C:17]1[CH:21]=[C:20]([O:22][CH2:23][C:24]([N:26]2[CH2:30][CH2:29][CH2:28][C@H:27]2[C:31](=[O:37])[NH:32][CH:33]2[CH2:36][CH2:35][CH2:34]2)=[O:25])[N:19]([C:38]2[CH:43]=[CH:42][CH:41]=[CH:40][CH:39]=2)[N:18]=1)=[O:16])[CH2:5][CH2:6][C:7]([O:9][C:10]([CH3:13])([CH3:12])[CH3:11])=[O:8].[Li+].[OH-]>C1COCC1>[C:10]([O:9][C:7](=[O:8])[CH2:6][CH2:5][C@H:4]([NH:14][C:15]([C:17]1[CH:21]=[C:20]([O:22][CH2:23][C:24]([N:26]2[CH2:30][CH2:29][CH2:28][C@H:27]2[C:31](=[O:37])[NH:32][CH:33]2[CH2:36][CH2:35][CH2:34]2)=[O:25])[N:19]([C:38]2[CH:43]=[CH:42][CH:41]=[CH:40][CH:39]=2)[N:18]=1)=[O:16])[C:3]([OH:44])=[O:2])([CH3:13])([CH3:11])[CH3:12] |f:1.2|. Procedure details: To a solution of 1.88 g (S)-2-({5-[2-((S)-2-cyclobutylcarbamoyl-pyrrolidin-1-yl)-2-oxo-ethoxy]-1-phenyl-1H-pyrazole-3-carbonyl}-amino)-pentanedioic acid 5-tert-butyl ester 1-methyl ester in 12 ml THF were added 73 mg LiOH (as solution in 4 ml water). After 2 h the reaction mixture was neutralized with Amberlite IR-120, filtrated and washed with methanol. Reactants: BrCCBr, COC(=O)C(I)=CCC1CCCC1, CS(=O)(=O)c1ccc(Br)cc1, C[Si](C)(C)Cl, [Cl-], [NH4+], C1CCOC1, [Zn], c1ccc(P(c2ccccc2)c2ccccc2)cc1. The product is COC(=O)C(=CCC1CCCC1)c1ccc(S(C)(=O)=O)cc1. Reaction SMILES: [Br:1][CH2:2][CH2:3][Br:4].[CH3:10][O:11][C:12]([C:13](=[CH:14][CH2:15][CH:16]1[CH2:17][CH2:18][CH2:19][CH2:20]1)[I:21])=[O:22].[CH3:42][S:43](=[O:44])(=[O:45])[c:46]1[cH:47][cH:48][c:49]([Br:52])[cH:50][cH:51]1.[CH3:5][Si:6]([Cl:7])([CH3:8])[CH3:9].[Cl-:53].[NH4+:54].[O:55]1[CH2:56][CH2:57][CH2:58][CH2:59]1.[Zn:60].[c:23]1([P:24]([c:25]2[cH:26][cH:27][cH:28][cH:29][cH:30]2)[c:31]2[cH:32][cH:33][cH:34][cH:35][cH:36]2)[cH:37][cH:38][cH:39][cH:40][cH:41]1>>[CH3:10][O:11][C:12]([C:13](=[CH:14][CH2:15][CH:16]1[CH2:17][CH2:18][CH2:19][CH2:20]1)[c:49]1[cH:48][cH:47][c:46]([S:43]([CH3:42])(=[O:44])=[O:45])[cH:51][cH:50]1)=[O:22]. Reactants: CC(C)(C)O, Fc1c(F)c(F)c2c(F)c(F)c(F)c(F)c2c1F, [K+], [OH-], O. The product is Oc1c(F)c(F)c2c(F)c(F)c(F)c(F)c2c1F. As a reaction SMILES: [C:21]([CH3:22])([CH3:23])([CH3:24])[OH:25].[F:1][c:2]1[c:3]([F:18])[c:4]([F:17])[c:5]([F:16])[c:6]2[c:7]([F:15])[c:8]([F:14])[c:9]([F:13])[c:10]([F:12])[c:11]12.[K+:20].[OH-:19].[OH2:26]>>[F:1][c:2]1[c:3]([F:18])[c:4]([F:17])[c:5]([F:16])[c:6]2[c:7]([F:15])[c:8]([F:14])[c:9]([OH:25])[c:10]([F:12])[c:11]12. Reactants: [Cl-].[Na+] (Sodium chloride), [Cl-].COC[P+](C1=CC=CC=C1)(C1=CC=CC=C1)C1=CC=CC=C1 (methoxymethyltriphenylphosphonium chloride), C(CCC)[Li] (n-butyllithium), CC1=CC=C(C=O)C=C1 (4-methylbenzaldehyde). The solvent is C(C)OCC (diethyl ether), C(C)OCC (diethyl ether). Reaction conditions: time 1 hour. The product is COC=CC1=CC=C(C=C1)C (1-methoxy-2-(4-methylphenyl)-ethene). The yield is 63.3%. Reaction SMILES: [Cl-].[CH3:2][O:3][CH2:4][P+](C1C=CC=CC=1)(C1C=CC=CC=1)C1C=CC=CC=1.C([Li])CCC.[CH3:29][C:30]1[CH:37]=[CH:36][C:33]([CH:34]=O)=[CH:32][CH:31]=1.[Cl-].[Na+]>C(OCC)C>[CH3:2][O:3][CH:4]=[CH:34][C:33]1[CH:36]=[CH:37][C:30]([CH3:29])=[CH:31][CH:32]=1 |f:0.1,4.5|. Procedure: 28.5 g of methoxymethyltriphenylphosphonium chloride is introduced into 350 ml of diethyl ether under nitrogen. At 0° C., 39.95 ml of n-butyllithium solution (1.6 M in hexane) is added in drops, and it is stirred for one hour at room temperature. 10 g of 4-methylbenzaldehyde in 50 ml of diethyl ether is now added, and it is stirred for one more hour. Sodium chloride solution is added to the reaction mixture, extracted with ethyl acetate, dried on sodium sulfate and concentrated by evaporation. A... The reactants are C(C1=CC=CC=C1)[C@@H]([C@H](C[C@@H](C)C(NCCC(C)(C)C)=O)O)NC(C1=CC(=CC(=C1)C1=CC=CC=C1)N1C(CCC1)=O)=O (N-[(1S,2S,4R)-1-Benzyl-4-(3,3-dimethylbutylcarbamoyl)-2-hydroxypentyl]-3-(2-oxopyrrolidin-1-yl)-5-phenylbenzamide), COC1=NC(=CC(=C1)C(=O)O)N1C(CCC1)=O (2-Methoxy-6-(2-oxopyrrolidin-1-yl)pyridine-4-carboxylic acid), C12C(CC(CC1)C2)NC([C@@H](C[C@@H]([C@H](CC2=CC=CC=C2)N)O)C)=O ((2R,4S,5S)-5-Amino-4-hydroxy-2-methyl-6-phenylhexanoic acid (bicyclo[2.2.1]hept-2-yl)amide). The product is C(C1=CC=CC=C1)[C@@H]([C@H](C[C@@H](C)C(NC1C2CCC(C1)C2)=O)O)NC(=O)C2=CC(=NC(=C2)N2C(CCC2)=O)OC (N-[(1S,2S,4R)-1-Benzyl-4-(bicyclo[2.2.1]hept-2-ylcarbamoyl)-2-hydroxypentyl]-2-methoxy-6-(2-oxopyrrolidin-1-yl)pyridine-4-carboxamide). As a reaction SMILES: C([C@H](NC(=O)C1C=C(C2C=CC=CC=2)C=C(N2CCCC2=O)C=1)[C@@H](O)C[C@H](C(=O)NCCC(C)(C)C)C)C1C=CC=CC=1.[CH3:44][O:45][C:46]1[CH:51]=[C:50]([C:52]([OH:54])=O)[CH:49]=[C:48]([N:55]2[CH2:59][CH2:58][CH2:57][C:56]2=[O:60])[N:47]=1.[CH:61]12[CH2:67][CH:64]([CH2:65][CH2:66]1)[CH2:63][CH:62]2[NH:68][C:69](=[O:84])[C@H:70]([CH3:83])[CH2:71][C@H:72]([OH:82])[C@@H:73]([NH2:81])[CH2:74][C:75]1[CH:80]=[CH:79][CH:78]=[CH:77][CH:76]=1>>[CH2:74]([C@H:73]([NH:81][C:52]([C:50]1[CH:49]=[C:48]([N:55]2[CH2:59][CH2:58][CH2:57][C:56]2=[O:60])[N:47]=[C:46]([O:45][CH3:44])[CH:51]=1)=[O:54])[C@@H:72]([OH:82])[CH2:71][C@H:70]([C:69](=[O:84])[NH:68][CH:62]1[CH2:63][CH:64]2[CH2:67][CH:61]1[CH2:66][CH2:65]2)[CH3:83])[C:75]1[CH:76]=[CH:77][CH:78]=[CH:79][CH:80]=1. Reported procedure: Prepared in an analogous manner to E6, from 2-methoxy-6-(2-oxopyrrolidin-1-yl)pyridine-4-carboxylic acid (D58) and (2R,4S,5S)-5-amino-4-hydroxy-2-methyl-6-phenylhexanoic acid (bicyclo[2.2.1]hept-2-yl)amide (D29).